From a dataset of the Open Reaction Database (ORD), a public repository of structured organic reaction records. describe an organic reaction: reactants, conditions, products, and yield Reactants: CCOCC (Et2O), O (water), O(C1=CC=CC=C1)C1=CC=C(C=C1)O (4-phenoxyphenol), Cl.ClCCN1CCCC1 (1-(2-chloroethyl)-pyrrolidine HCl), CO3. The solvent is CN(C)C=O (DMF). Reaction conditions: time 15 hour. The product is O(C1=CC=CC=C1)C1=CC=C(OCCN2CCCC2)C=C1 (1-[2-(4-phenoxyphenoxy)ethyl]pyrrolidine). Yield: 92.9%. Reaction SMILES: [O:1]([C:8]1[CH:13]=[CH:12][C:11]([OH:14])=[CH:10][CH:9]=1)[C:2]1[CH:7]=[CH:6][CH:5]=[CH:4][CH:3]=1.Cl.Cl[CH2:17][CH2:18][N:19]1[CH2:23][CH2:22][CH2:21][CH2:20]1.CCOCC.O>CN(C=O)C>[O:1]([C:8]1[CH:9]=[CH:10][C:11]([O:14][CH2:17][CH2:18][N:19]2[CH2:23][CH2:22][CH2:21][CH2:20]2)=[CH:12][CH:13]=1)[C:2]1[CH:7]=[CH:6][CH:5]=[CH:4][CH:3]=1 |f:1.2|. Procedure details: A solution of 4-phenoxyphenol (0.56 g, 3.0 mmol), 1-(2-chloroethyl)-pyrrolidine HCl (0.51 g, 3.0 mmol) and powdered K2 CO3 (1.2 g, 8.7 mmol) in 30 mL DMF was stirred at 80°-90° C. for 15 hours. The solution was cooled, poured into Et2O and water and the ether layer washed with water and brine, dried over Na2SO4 and concentrated in vacuo to give 0.79 g of a brown oil. The crude product was flashed chromatographed on silica gel using a gradient of 2:1 hexane/EtOAc to 100% EtOAc to provide the titl... Reactants: NC1=NC=2CC(CC(C2C=N1)=O)C1=C(C=CC=C1)Br (2-amino-7-(2-bromo-phenyl)-7,8-dihydro-6H-quinazolin-5-one), NC1=NC=2CC(CC(C2C=N1)=O)C1=C(C=C(C=C1)F)C=1C=NC=CC1 (2-amino-7-(4-fluoro-2-pyridin-3-yl-phenyl)-7,8-dihydro-6H-quinazolin-5-one), N1=C(C=CC=C1)B(O)O (2-pyridyl boronic acid). The product is NC1=NC=2CC(CC(C2C=N1)=O)C1=C(C=CC=C1)C1=NC=CC=C1 (2-Amino-7-(2-pyridin-2-yl-phenyl)-7,8-dihydro-6H-quinazolin-5-one). As a reaction SMILES: [NH2:1][C:2]1[N:11]=[CH:10][C:9]2[C:8](=[O:12])[CH2:7][CH:6]([C:13]3[CH:18]=[CH:17][CH:16]=[CH:15][C:14]=3Br)[CH2:5][C:4]=2[N:3]=1.NC1N=CC2C(=O)CC(C3C=CC(F)=CC=3[C:39]3[CH:40]=[N:41][CH:42]=[CH:43][CH:44]=3)CC=2N=1.N1C=CC=CC=1B(O)O>>[NH2:1][C:2]1[N:11]=[CH:10][C:9]2[C:8](=[O:12])[CH2:7][CH:6]([C:13]3[CH:18]=[CH:17][CH:16]=[CH:15][C:14]=3[C:40]3[CH:39]=[CH:44][CH:43]=[CH:42][N:41]=3)[CH2:5][C:4]=2[N:3]=1. Procedure details: The title compound was prepared from 2-amino-7-(2-bromo-phenyl)-7,8-dihydro-6H-quinazolin-5-one (example 2/h stage 2), following the procedure describing the synthesis of 2-amino-7-(4-fluoro-2-pyridin-3-yl-phenyl)-7,8-dihydro-6H-quinazolin-5-one (example 4/a stage 1) using 2-pyridyl boronic acid instead of 3-pyridyl boronic acid. Starting materials: C(C)(C)(C)OC(=O)N(C1=CC=C(C=N1)CC(=O)N[C@@H](CC=1C(=C(C(=O)OC(C)(C)C)C=CC1)OC)B1OC2(C3C(C(CC2O1)C3)(C)C)C)CCNC(=O)OC(C)(C)C (tert-butyl 3-((2R)-2-(2-(6-(tert-butoxycarbonyl(2-(tert-butoxycarbonylamino)ethyl)amino)pyridin-3-yl)acetamido)-2-(2,9,9-trimethyl-3,5-dioxa-4-bora-tricyclo[6.1.1.02,6]dec-4-yl)ethyl)-2-methoxybenzoate), B(Cl)(Cl)Cl (BCl3). Yields the product NCCNC1=CC=C(C=N1)CC(=O)N[C@@H]1B(OC2=C(C1)C=CC=C2C(=O)O)O ((R)-3-(2-(6-(2-aminoethylamino)pyridin-3-yl)acetamido)-2-hydroxy-3,4-dihydro-2H-benzo[e][1,2]oxaborinine-8-carboxylic acid). RXN SMILES: C(OC([N:8]([CH2:49][CH2:50][NH:51]C(OC(C)(C)C)=O)[C:9]1[N:14]=[CH:13][C:12]([CH2:15][C:16]([NH:18][C@H:19]([B:36]2[O:44]C3C(C)(C4CC(C3)C4(C)C)[O:37]2)[CH2:20][C:21]2[C:22](OC)=[C:23]([CH:31]=[CH:32][CH:33]=2)[C:24]([O:26]C(C)(C)C)=[O:25])=[O:17])=[CH:11][CH:10]=1)=O)(C)(C)C.B(Cl)(Cl)Cl>>[NH2:51][CH2:50][CH2:49][NH:8][C:9]1[N:14]=[CH:13][C:12]([CH2:15][C:16]([NH:18][C@H:19]2[CH2:20][C:21]3[CH:33]=[CH:32][CH:31]=[C:23]([C:24]([OH:26])=[O:25])[C:22]=3[O:44][B:36]2[OH:37])=[O:17])=[CH:11][CH:10]=1. Procedure: Prepared from tert-butyl 3-((2R)-2-(2-(6-(tert-butoxycarbonyl(2-(tert-butoxycarbonylamino)ethyl)amino)pyridin-3-yl)acetamido)-2-(2,9,9-trimethyl-3,5-dioxa-4-bora-tricyclo[6.1.1.02,6]dec-4-yl)ethyl)-2-methoxybenzoate and BCl3 following the procedure described in Step 2 of Example 3. The crude product was purified by reverse phase preparative HPLC and dried using lyophilization. ESI-MS m/z 385 (MH)+. Procedure details: Methyl 2-chloro-4-methylsulfonyl-3-phenyl-benzoate was hydrolyzed with sodium hydroxide in aqueous methanol solution and recovered using standard methodology to obtain the title compound, a white solid, which was used as an intermediate without further analysis. Solvent: CO (methanol). Reactants: ClC1=C(C(=O)OC)C=CC(=C1C1=CC=CC=C1)S(=O)(=O)C (Methyl 2-chloro-4-methylsulfonyl-3-phenyl-benzoate), [OH-].[Na+] (sodium hydroxide). Product: ClC1=C(C(=O)O)C=CC(=C1C1=CC=CC=C1)S(=O)(=O)C (2-Chloro-4-methylsulfonyl-3-phenylbenzoic Acid). Reaction SMILES: [Cl:1][C:2]1[C:11]([C:12]2[CH:17]=[CH:16][CH:15]=[CH:14][CH:13]=2)=[C:10]([S:18]([CH3:21])(=[O:20])=[O:19])[CH:9]=[CH:8][C:3]=1[C:4]([O:6]C)=[O:5].[OH-].[Na+]>CO>[Cl:1][C:2]1[C:11]([C:12]2[CH:17]=[CH:16][CH:15]=[CH:14][CH:13]=2)=[C:10]([S:18]([CH3:21])(=[O:20])=[O:19])[CH:9]=[CH:8][C:3]=1[C:4]([OH:6])=[O:5] |f:1.2|. Starting materials: Clc1ncc(Br)cn1, C1CCOC1, [Li]CCCC, CC(C)NC(C)C, N#CC1=C(C#N)C(=O)C(Cl)=C(Cl)C1=O, c1cc2ccsc2cn1. Product: Clc1ncc(Br)c(-c2cc3ccncc3s2)n1. As a reaction SMILES: [Br:22][c:23]1[cH:24][n:25][c:26]([Cl:29])[n:27][cH:28]1.[CH2:44]1[O:45][CH2:46][CH2:47][CH2:48]1.[CH3:8][CH2:9][CH2:10][CH2:11][Li:12].[CH:1]([NH:2][CH:3]([CH3:4])[CH3:5])([CH3:6])[CH3:7].[Cl:30][C:31]1=[C:42]([Cl:43])[C:40](=[O:41])[C:37]([C:38]#[N:39])=[C:34]([C:35]#[N:36])[C:32]1=[O:33].[s:13]1[cH:14][cH:15][c:16]2[c:17]1[cH:18][n:19][cH:20][cH:21]2>>[s:13]1[c:14](-[c:24]2[c:23]([Br:22])[cH:28][n:27][c:26]([Cl:29])[n:25]2)[cH:15][c:16]2[c:17]1[cH:18][n:19][cH:20][cH:21]2. Reactants: CCC(=O)C1CCCN(Cc2ccc(OC)cc2)C1, [Cl-], [K+], NN, [NH4+], [OH-], O, OCCOCCO. The product is CCCC1CCCN(Cc2ccc(OC)cc2)C1. RXN SMILES: [CH3:1][O:2][c:3]1[cH:4][cH:5][c:6]([CH2:7][N:8]2[CH2:9][CH:10]([C:14]([CH2:15][CH3:16])=[O:17])[CH2:11][CH2:12][CH2:13]2)[cH:18][cH:19]1.[Cl-:25].[K+:21].[NH2:23][NH2:24].[NH4+:26].[OH-:20].[OH2:22].[OH:27][CH2:28][CH2:29][O:30][CH2:31][CH2:32][OH:33]>>[CH3:1][O:2][c:3]1[cH:4][cH:5][c:6]([CH2:7][N:8]2[CH2:9][CH:10]([CH2:14][CH2:15][CH3:16])[CH2:11][CH2:12][CH2:13]2)[cH:18][cH:19]1. Starting materials: CCO, NCCO, CCCCCCCCCCCCCCCCC1CO1, O. The product is CCCCCCCCCCCCCCCCC(O)CNCCO. As a reaction SMILES: [CH3:5][CH2:6][OH:7].[NH2:1][CH2:2][CH2:3][OH:4].[O:8]1[CH2:9][CH:10]1[CH2:11][CH2:12][CH2:13][CH2:14][CH2:15][CH2:16][CH2:17][CH2:18][CH2:19][CH2:20][CH2:21][CH2:22][CH2:23][CH2:24][CH2:25][CH3:26].[OH2:27]>>[NH:1]([CH2:2][CH2:3][OH:4])[CH2:9][CH:10]([OH:8])[CH2:11][CH2:12][CH2:13][CH2:14][CH2:15][CH2:16][CH2:17][CH2:18][CH2:19][CH2:20][CH2:21][CH2:22][CH2:23][CH2:24][CH2:25][CH3:26]. Reactants: N1(C=NC=C1)C[C@H](C1=CC=CC=C1)OC1=C(C=2CCCC(C2C=C1)=O)CSC1=CC=C(C(=O)O)C=C1 (4-{[(2-{[(1S)-2-(1H-imidazol-1-yl)-1-phenylethyl]oxy}-5-oxo-5,6,7,8-tetrahydro-1-naphthalenyl)methyl]sulfanyl}benzoic acid), C1(CCCC1)N (cyclopentylamine). The product is C1(CCCC1)NC(C1=CC=C(C=C1)SCC1=C(C=CC=2C(CCCC12)=O)O[C@H](CN1C=NC=C1)C1=CC=CC=C1)=O (N-Cyclopentyl-4-{[(2-{[(S)-2-(1H-imidazol-1-yl)-1-phenylethyl]oxy}-5-oxo-5,6,7,8-tetrahydro-1-naphthalenyl)methyl]sulfanyl}benzamide). Yield: 90.1%. RXN SMILES: [N:1]1([CH2:6][C@@H:7]([O:14][C:15]2[CH:24]=[CH:23][C:22]3[C:21](=[O:25])[CH2:20][CH2:19][CH2:18][C:17]=3[C:16]=2[CH2:26][S:27][C:28]2[CH:36]=[CH:35][C:31]([C:32]([OH:34])=O)=[CH:30][CH:29]=2)[C:8]2[CH:13]=[CH:12][CH:11]=[CH:10][CH:9]=2)[CH:5]=[CH:4][N:3]=[CH:2]1.[CH:37]1([NH2:42])[CH2:41][CH2:40][CH2:39][CH2:38]1>>[CH:37]1([NH:42][C:32](=[O:34])[C:31]2[CH:35]=[CH:36][C:28]([S:27][CH2:26][C:16]3[C:17]4[CH2:18][CH2:19][CH2:20][C:21](=[O:25])[C:22]=4[CH:23]=[CH:24][C:15]=3[O:14][C@@H:7]([C:8]3[CH:9]=[CH:10][CH:11]=[CH:12][CH:13]=3)[CH2:6][N:1]3[CH:5]=[CH:4][N:3]=[CH:2]3)=[CH:29][CH:30]=2)[CH2:41][CH2:40][CH2:39][CH2:38]1. Procedure details: Using the method in Example 172, 4-{[(2-{[(1S)-2-(1H-imidazol-1-yl)-1-phenylethyl]oxy}-5-oxo-5,6,7,8-tetrahydro-1-naphthalenyl)methyl]sulfanyl}benzoic acid (50 mg, 0.10 mmol, 0.20M in DMF) and cyclopentylamine (26 mg, 0.30 mmol, 0.6M in DMF) were combined to give 51 mg of the desired compound: Low resolution mass spectrum (LC-MS, APCI) m/z 566 [M+H]+.